This data is from the Open Reaction Database (ORD), a public repository of structured organic reaction records. The task is: describe an organic reaction: reactants, conditions, products, and yield The reactants are CCOCCOc1ccc(OB([O-])[O-])cc1Cl, CN(Cc1ccc(NC(=O)C2=Cc3cc(Br)ccc3N(C=O)CC2)cc1)C1CCOCC1, O=C([O-])[O-], CCO, CCOC(C)=O, [K+], [K+], O, Cc1ccccc1. Product: CCOCCOc1ccc(-c2ccc3c(c2)C=C(C(=O)Nc2ccc(CN(C)C4CCOCC4)cc2)CCN3C=O)cc1Cl. As a reaction SMILES: [B:1]([O-:2])([O-:16])[O:17][c:3]1[cH:4][c:5]([Cl:15])[c:6]([O:9][CH2:10][CH2:11][O:12][CH2:13][CH3:14])[cH:7][cH:8]1.[Br:18][c:19]1[cH:20][cH:21][c:22]2[c:23]([cH:49]1)[CH:24]=[C:25]([C:31](=[O:32])[NH:33][c:34]1[cH:35][cH:36][c:37]([CH2:40][N:41]([CH:42]3[CH2:43][CH2:44][O:45][CH2:46][CH2:47]3)[CH3:48])[cH:38][cH:39]1)[CH2:26][CH2:27][N:28]2[CH:29]=[O:30].[C:50](=[O:51])([O-:52])[O-:53].[CH2:63]([OH:64])[CH3:65].[CH3:67][CH2:68][O:69][C:70](=[O:71])[CH3:72].[K+:54].[K+:55].[OH2:66].[c:56]1([CH3:57])[cH:58][cH:59][cH:60][cH:61][cH:62]1>>[c:3]1(-[c:19]2[cH:20][cH:21][c:22]3[c:23]([cH:49]2)[CH:24]=[C:25]([C:31](=[O:32])[NH:33][c:34]2[cH:35][cH:36][c:37]([CH2:40][N:41]([CH:42]4[CH2:43][CH2:44][O:45][CH2:46][CH2:47]4)[CH3:48])[cH:38][cH:39]2)[CH2:26][CH2:27][N:28]3[CH:29]=[O:30])[cH:4][c:5]([Cl:15])[c:6]([O:9][CH2:10][CH2:11][O:12][CH2:13][CH3:14])[cH:7][cH:8]1. Starting materials: N1CCCCC1 (piperidine), BrC1=C(C=C(C=C1)OC)C(F)(F)F (1-Bromo-4-methoxy-2-trifluoromethyl-benzene), [Cl-].C(C)(C)C1=C(C(=CC=C1)C(C)C)C1=[N+](C=CN1)C1=C(C=CC=C1C(C)C)C(C)C (Bis(2,6-di-iso-propylphenyl)-imidazolium chloride). The reagents and catalysts are C=1C=CC(=CC1)/C=C/C(=O)/C=C/C2=CC=CC=C2.C=1C=CC(=CC1)/C=C/C(=O)/C=C/C2=CC=CC=C2.C=1C=CC(=CC1)/C=C/C(=O)/C=C/C2=CC=CC=C2.[Pd].[Pd] (Pd2dba3). Solvent: O1CCOCC1 (1,4-dioxane). Reaction conditions: temperature 150 celsius. Yields the product COC1=CC(=C(C=C1)N1CCCCC1)C(F)(F)F (1-(4-Methoxy-2-trifluoromethyl-phenyl)-piperidine). As a reaction SMILES: Br[C:2]1[CH:7]=[CH:6][C:5]([O:8][CH3:9])=[CH:4][C:3]=1[C:10]([F:13])([F:12])[F:11].[NH:14]1[CH2:19][CH2:18][CH2:17][CH2:16][CH2:15]1.[Cl-].C(C1C=CC=C(C(C)C)C=1C1NC=C[N+]=1C1C(C(C)C)=CC=CC=1C(C)C)(C)C>O1CCOCC1.C1C=CC(/C=C/C(/C=C/C2C=CC=CC=2)=O)=CC=1.C1C=CC(/C=C/C(/C=C/C2C=CC=CC=2)=O)=CC=1.C1C=CC(/C=C/C(/C=C/C2C=CC=CC=2)=O)=CC=1.[Pd].[Pd]>[CH3:9][O:8][C:5]1[CH:6]=[CH:7][C:2]([N:14]2[CH2:19][CH2:18][CH2:17][CH2:16][CH2:15]2)=[C:3]([C:10]([F:13])([F:12])[F:11])[CH:4]=1 |f:2.3,5.6.7.8.9|. Reported procedure: To a solution of 1-Bromo-4-methoxy-2-trifluoromethyl-benzene (500 mg, 1.961 mmol) in 1,4-dioxane (8 mL) is added sequentially: piperidine (2 eq., 3.921 mmol, 0.41 mL), Pd2dba3 (2 mol %, 0.039 mmol, 36 mg), KtOBu (1.5 eq., 2.941 mmol, 330 mg) and 1,3-(Bis(2,6-di-iso-propylphenyl)-imidazolium chloride (iPrHCl, 4 mol %, 0.078 mmol, 33 mg). The resulting reaction mixture is heated in a sealed tube at 150° C. oil bath for 12 hours. After cooling to room temperature, the reaction mixture is concentrat... Reactants: C(C)(C)(C)OC(=O)N[C@H](C(=O)O)CC1=CC(=CC(=C1)F)F ((2S)-2-[(tert-butoxycarbonyl)amino]-3-(3,5-difluorophenyl)propanoic acid), C(C(=O)Cl)(=O)Cl (Oxalyl chloride). The solvent is C1CCOC1 (THF). Product: C(C)(C)(C)OC(N[C@H](C(=O)Cl)CC1=CC(=CC(=C1)F)F)=O (t-butyl-(1S)-2-chloro-1-[3,5-difluorobenzyl]-2-oxoethylcarbamate). RXN SMILES: [C:1]([O:5][C:6]([NH:8][C@@H:9]([CH2:13][C:14]1[CH:19]=[C:18]([F:20])[CH:17]=[C:16]([F:21])[CH:15]=1)[C:10](O)=[O:11])=[O:7])([CH3:4])([CH3:3])[CH3:2].C(Cl)(=O)C([Cl:25])=O>C1COCC1>[C:1]([O:5][C:6](=[O:7])[NH:8][C@@H:9]([CH2:13][C:14]1[CH:19]=[C:18]([F:20])[CH:17]=[C:16]([F:21])[CH:15]=1)[C:10]([Cl:25])=[O:11])([CH3:4])([CH3:3])[CH3:2]. Reported procedure: (2S)-2-[(tert-butoxycarbonyl)amino]-3-(3,5-difluorophenyl)propanoic acid (I) is dissolved in THF and stirred at 20-250. Oxalyl chloride (1 equivalent) is added and the mixture stirred for about 15 min to give t-butyl-(1S)-2-chloro-1-[3,5-difluorobenzyl]-2-oxoethylcarbamate (XI). The mixture is cooled to <0° and LiCHICl (greater than 2 equivalents) is added. The mixture is stirred until the reaction is complete. The reaction is quenched with water and the product is extracted into ethyl acetate. ... Starting materials: BrC1=CC=C(CO)C=C1 (4-bromobenzyl alcohol), C(CCC)[Li] (butyl lithium), ClC=1OC2=C(N1)C=CC=C2 (2-chlorobenzoxazole), alcohol. The solvent is C1CCOC1 (THF), C1CCOC1 (THF), C1CCOC1 (THF). Conditions: temperature -78 celsius, time 10 minute. Yields the product O1C(=NC2=C1C=CC=C2)C2=CC=C(CO)C=C2 (4-(benzoxazol-2-yl)benzyl alcohol). Reaction SMILES: C([Li])CCC.Br[C:7]1[CH:14]=[CH:13][C:10]([CH2:11][OH:12])=[CH:9][CH:8]=1.Cl[C:16]1[O:17][C:18]2[CH:24]=[CH:23][CH:22]=[CH:21][C:19]=2[N:20]=1>C1COCC1>[O:17]1[C:18]2[CH:24]=[CH:23][CH:22]=[CH:21][C:19]=2[N:20]=[C:16]1[C:7]1[CH:14]=[CH:13][C:10]([CH2:11][OH:12])=[CH:9][CH:8]=1. Reported procedure: To 500 ml THF cooled to -78° C. is added butyl lithium (2 eq.) followed by 4-bromobenzyl alcohol (27.2 g; 145 mmol) slowly over 45 minutes in a solution of THF (100 ml) keeping the temperature below -72° C. After 10 minutes following the final addition of the alcohol is added 2-chlorobenzoxazole (23.3 g; 145 mmol) in 25 ml THF slowly over 45 minutes. The temperature is maintained at -78° C. for 1 hour and then warmed to -40° C. for 15 minutes. The reaction is then quenched with 15 ml of acetic a... Starting materials: C(C)(C)(C)OC(=O)N[C@H](C(=O)[C@@H]1C(NC([C@H]1C)=O)=O)C(C)C ((3R,4S)-3-[(2S)-2-(tert-butoxycarbonyl)amino-3-methylbutanoyl]-4-methyl-2,5-pyrrolidinedione), Cl (hydrochloric acid). Run in O1CCOCC1 (1,4-dioxane). Reaction conditions: time 2 hour. Product: Cl.N[C@H](C(=O)[C@@H]1C(NC([C@H]1C)=O)=O)C(C)C ((3R,4S)-3-[(2S)-2-Amino-3-methylbutanoyl]-4-methyl-2,5-pyrrolidinedione hydrochloride). As a reaction SMILES: C(OC([NH:8][C@@H:9]([CH:20]([CH3:22])[CH3:21])[C:10]([C@H:12]1[C@H:16]([CH3:17])[C:15](=[O:18])[NH:14][C:13]1=[O:19])=[O:11])=O)(C)(C)C.[ClH:23]>O1CCOCC1>[ClH:23].[NH2:8][C@@H:9]([CH:20]([CH3:22])[CH3:21])[C:10]([C@H:12]1[C@H:16]([CH3:17])[C:15](=[O:18])[NH:14][C:13]1=[O:19])=[O:11] |f:3.4|. Procedure details: A solution, cooled at 0° C., of 4.40 g (14.09 mmol) of (3R,4S)-3-[(2S)-2-(tert-butoxycarbonyl)amino-3-methylbutanoyl]-4-methyl-2,5-pyrrolidinedione (preparation: S. G. Davies, D. J. Dixon, J. Chem. Soc., Perkin Trans. 1, 1998, 17, 2635-2643) is admixed dropwise with 35 ml of 4N hydrochloric acid solution in 1,4-dioxane. When the addition is at an end the mixture is warmed to room temperature and stirred for 2 h, after which the mixture is concentrated under reduced pressure. The crude product ca...